describe an organic reaction: reactants, conditions, products, and yield From a dataset of the Open Reaction Database (ORD), a public repository of structured organic reaction records. Reactants: COC1=CC=C(C=C1)C1=C2CC(NC2=CC=C1)=O (4-(4-methoxy-phenyl)-1,3-dihydro-indol-2-one), CC1=C(NC=C1C(=O)N1CCN(CC1)C)C=O (3-methyl-4-(4-methyl-piperazine-1-carbonyl)-1H-pyrrole-2-carbaldehyde). Reagents/catalysts: N1CCCCC1 (piperidine). Run in C(C)O (ethanol). Run at time 3 day. Yields the product COC1=CC=C(C=C1)C1=C2C(C(NC2=CC=C1)=O)=CC=1NC=C(C1C)C(=O)N1CCN(CC1)C (4-(4-methoxy-phenyl)-3-[3-methyl-4-(4-methyl-piperazine-1-carbonyl)-1H-pyrrol-2-ylmethylene]-1,3-dihydro-indol-2-one). The yield is 82.4%. Reaction SMILES: [CH3:1][O:2][C:3]1[CH:8]=[CH:7][C:6]([C:9]2[CH:17]=[CH:16][CH:15]=[C:14]3[C:10]=2[CH2:11][C:12](=[O:18])[NH:13]3)=[CH:5][CH:4]=1.[CH3:19][C:20]1[C:24]([C:25]([N:27]2[CH2:32][CH2:31][N:30]([CH3:33])[CH2:29][CH2:28]2)=[O:26])=[CH:23][NH:22][C:21]=1[CH:34]=O>C(O)C.N1CCCCC1>[CH3:1][O:2][C:3]1[CH:8]=[CH:7][C:6]([C:9]2[CH:17]=[CH:16][CH:15]=[C:14]3[C:10]=2[C:11](=[CH:34][C:21]2[NH:22][CH:23]=[C:24]([C:25]([N:27]4[CH2:28][CH2:29][N:30]([CH3:33])[CH2:31][CH2:32]4)=[O:26])[C:20]=2[CH3:19])[C:12](=[O:18])[NH:13]3)=[CH:5][CH:4]=1. Procedure: To a solution of 4-(4-methoxy-phenyl)-1,3-dihydro-indol-2-one (59.8 mg, 0.25 mmol) and 3-methyl-4-(4-methyl-piperazine-1-carbonyl)-1H-pyrrole-2-carbaldehyde (61.2 mg, 0.26 mmol) in ethanol (2 mL) was added piperidine (3 drops). The reaction mixture was stiffed at room temperature for three days. A yellow solid product was precipitated out, filtered, washed by ethanol for three times, and dried under high vacuum to provide pure product 4-(4-methoxy-phenyl)-3-[3-methyl-4-(4-methyl-piperazine-1-car... Run in C(C)(=O)OCC (ethyl acetate), CN(C)C=O (DMF). RXN SMILES: [F:1][C:2]1[CH:9]=[C:8]([OH:10])[CH:7]=[CH:6][C:3]=1[C:4]#[N:5].[CH2:11](Br)[CH:12]=[CH2:13].C([O-])([O-])=O.[K+].[K+]>CN(C=O)C.C(OCC)(=O)C>[CH2:13]([O:10][C:8]1[CH:7]=[CH:6][C:3]([C:4]#[N:5])=[C:2]([F:1])[CH:9]=1)[CH:12]=[CH2:11] |f:2.3.4|. Procedure: 2-Fluoro-4-hydroxybenzonitrile (5.00 g, 36.5 mmoles) and allyl bromide (3.47 mL, 40.1 mmoles) in anhydrous DMF (40 mL) were treated with K2CO3 (10.0 g, 72.9 mmoles) and stirred overnight at 80° C. Reaction mixture cooled and diluted with ethyl acetate, washed with H2O (2×) and brine, dried (Na2SO4), filtered, and concentrated under reduced pressure to provide the title compound with no further purification. Conditions: temperature 80 celsius, time 8 hour. Reactants: FC1=C(C#N)C=CC(=C1)O (2-Fluoro-4-hydroxybenzonitrile), C(C=C)Br (allyl bromide), C(=O)([O-])[O-].[K+].[K+] (K2CO3). The product is C(C=C)OC1=CC(=C(C#N)C=C1)F (4-(allyloxy)-2-fluorobenzonitrile).